From a dataset of the Open Reaction Database (ORD), a public repository of structured organic reaction records. describe an organic reaction: reactants, conditions, products, and yield The reactants are C(C=C)S (allylmercaptan), [Na] (sodium), COC=1N=NC(=CC1)Cl (3-methoxy-6-chloropyridazine). Solvent: CO (methanol). Product: COC=1N=NC(=CC1)SCC=C (3-methoxy-6-allylthiopyridazine). Reaction SMILES: [Na].[CH2:2]([SH:5])[CH:3]=[CH2:4].[CH3:6][O:7][C:8]1[N:9]=[N:10][C:11](Cl)=[CH:12][CH:13]=1>CO>[CH3:6][O:7][C:8]1[N:9]=[N:10][C:11]([S:5][CH2:2][CH:3]=[CH2:4])=[CH:12][CH:13]=1 |^1:0|. Procedure details: 1.15 g(0.05 mol) of metallic sodium was dissolved in 50 ml of absolute methanol and then mixed with 4.98 ml(0.05 mol) of allylmercaptan. To this mixture was added 7.23 g(0.05 mol) of 3-methoxy-6-chloropyridazine. The reaction solution was refluxed for 24 hours and then treated according to the same manner as Example 1 to obtain the title compound as a freezing pale white crystal. The reactants are C(CN)CS.Cl (homocysteamine hydrochloride), Cl.OCC=1N=CNC1C (4-hydroxymethyl-5-methylimidazole hydrochloride), Br (hydrobromic acid). Yields the product Br.Br.CC=1N=CNC1CSCCCN (4-methyl-5-[(3-aminopropyl)thiomethyl]-imidazole dihydrobromide). Reaction SMILES: [CH2:1]([CH2:4][SH:5])[CH2:2][NH2:3].Cl.Cl.O[CH2:9][C:10]1[N:11]=[CH:12][NH:13][C:14]=1[CH3:15].[BrH:16]>>[BrH:16].[BrH:16].[CH3:15][C:14]1[N:13]=[CH:12][NH:11][C:10]=1[CH2:9][S:5][CH2:4][CH2:1][CH2:2][NH2:3] |f:0.1,2.3,5.6.7|. Procedure: A solution of homocysteamine hydrochloride (22.0 g.) and 4-hydroxymethyl-5-methylimidazole hydrochloride (25.6 g.) in aqueous hydrobromic acid (500 ml.) was heated under reflux for one hour. Concentration under reduced pressure, followed by recrystallisation from methanol-isopropyl alcohol afforded 4-methyl-5-[(3-aminopropyl)thiomethyl]-imidazole dihydrobromide (24.5 g.), m.p. 200.5°-202.5°. Reactants: N=1NC=C2C1CCN(CC2)C(=O)OC(C)(C)C (1,1-dimethylethyl 4,5,7,8-tetrahydropyrazolo[3,4-d]azepine-6(2H)-carboxylate), CS(=O)(=O)C1=CC=C(C=C1)B(O)O ([4-(methylsulfonyl)phenyl]boronic acid), N1=CC=CC=C1 (pyridine). Reagents/catalysts: C(C)(=O)[O-].[Cu+2].C(C)(=O)[O-] (copper acetate). Run in ClCCl (dichloromethane), CO (methanol). The product is CS(=O)(=O)C1=CC=C(C=C1)N1N=C2CCN(CCC2=C1)C(=O)OC(C)(C)C (1,1-Dimethylethyl 2-[4-(methylsulfonyl)phenyl]-4,5,7,8-tetrahydropyrazolo[3,4-d]azepine-6(2H)-carboxylate). Reaction SMILES: [N:1]1[NH:2][CH:3]=[C:4]2[CH2:10][CH2:9][N:8]([C:11]([O:13][C:14]([CH3:17])([CH3:16])[CH3:15])=[O:12])[CH2:7][CH2:6][C:5]=12.[CH3:18][S:19]([C:22]1[CH:27]=[CH:26][C:25](B(O)O)=[CH:24][CH:23]=1)(=[O:21])=[O:20].N1C=CC=CC=1>ClCCl.CO.C([O-])(=O)C.[Cu+2].C([O-])(=O)C>[CH3:18][S:19]([C:22]1[CH:27]=[CH:26][C:25]([N:2]2[CH:3]=[C:4]3[C:5]([CH2:6][CH2:7][N:8]([C:11]([O:13][C:14]([CH3:17])([CH3:16])[CH3:15])=[O:12])[CH2:9][CH2:10]3)=[N:1]2)=[CH:24][CH:23]=1)(=[O:21])=[O:20] |f:5.6.7|. Procedure: A solution of 1,1-dimethylethyl 4,5,7,8-tetrahydropyrazolo[3,4-d]azepine-6(2H)-carboxylate (may be prepared as described in Description 9) (75 mg, 0.32 mmol), [4-(methylsulfonyl)phenyl]boronic acid (128 mg, 0.64 mmol), copper acetate (116 mg, 0.64 mmol), molecular sieves (4 Å, 0.2 g) and pyridine (52 μl, 0.64 mmol) in dichloromethane (2.5 ml) was stirred at room temperature open to atmosphere for 60 hours. The mixture was then diluted with methanol and filtered through a celite pad washing with ... Procedure details: NaBH4 (6 mg, 159 μmol, Eq: 0.387) was added to a solution of 2-(2-chloro-3-formyl-1H-indol-1-yl)benzonitrile (115 mg, 410 μmol, Eq: 1.00) in DCM (3 mL) and MeOH (3.00 mL) at 0° C. and the mixture brought to RT. After 2 h 15 min. the mixture was diluted with sat. NH4Cl and extracted with DCM and the extracts concentrated to afford the title compound (116 mg, 100%) which was used without purification. Isolated yield 100.1%. Reactants: [BH4-].[Na+] (NaBH4), ClC=1N(C2=CC=CC=C2C1C=O)C1=C(C#N)C=CC=C1 (2-(2-chloro-3-formyl-1H-indol-1-yl)benzonitrile). RXN SMILES: [BH4-].[Na+].[Cl:3][C:4]1[N:5]([C:15]2[CH:22]=[CH:21][CH:20]=[CH:19][C:16]=2[C:17]#[N:18])[C:6]2[C:11]([C:12]=1[CH:13]=[O:14])=[CH:10][CH:9]=[CH:8][CH:7]=2>C(Cl)Cl.CO.[NH4+].[Cl-]>[Cl:3][C:4]1[N:5]([C:15]2[CH:22]=[CH:21][CH:20]=[CH:19][C:16]=2[C:17]#[N:18])[C:6]2[C:11]([C:12]=1[CH2:13][OH:14])=[CH:10][CH:9]=[CH:8][CH:7]=2 |f:0.1,5.6|. The solvent is C(Cl)Cl (DCM), CO (MeOH), [NH4+].[Cl-] (NH4Cl). Product: ClC=1N(C2=CC=CC=C2C1CO)C1=C(C#N)C=CC=C1 (2-(2-Chloro-3-(hydroxymethyl)-1H-indol-1-yl)benzonitrile). Yield: 47.0%. Product: BrC1=C(C=C(C=C1OC)C1=CC=C(O1)C(C(C1=CC=C(C=C1)C=1OC(=CC1)C)OC)=O)OC (1-(5-(4-bromo-3,5-dimethoxyphenyl)furan-2-yl)-2-methoxy-2-(4-(5-methylfuran-2-yl)phenyl)ethanone). Reactants: BrC1=C(C=C(C=C1OC)C=1OC=CC1)OC (2-(4-Bromo-3,5-dimethoxyphenyl)furan), CON(C(C(C1=CC=C(C=C1)C=1OC(=CC1)C)OC)=O)C (N,2-dimethoxy-N-methyl-2-(4-(5-methylfuran-2-yl)phenyl)acetamide). Reported procedure: 2-(4-Bromo-3,5-dimethoxyphenyl)furan was coupled with N,2-dimethoxy-N-methyl-2-(4-(5-methylfuran-2-yl)phenyl)acetamide following the method used for the final coupling step of Example 12. Purification by chromatography (30-60% EtOAc-hexanes) provided 1-(5-(4-bromo-3,5-dimethoxyphenyl)furan-2-yl)-2-methoxy-2-(4-(5-methylfuran-2-yl)phenyl)ethanone as a pale orange colored solid (0.172 g, 47% yield). MS: m/z 511.0 [M+H]+. Reaction SMILES: [Br:1][C:2]1[C:7]([O:8][CH3:9])=[CH:6][C:5]([C:10]2[O:11][CH:12]=[CH:13][CH:14]=2)=[CH:4][C:3]=1[O:15][CH3:16].CON(C)[C:20](=[O:36])[CH:21]([O:34][CH3:35])[C:22]1[CH:27]=[CH:26][C:25]([C:28]2[O:29][C:30]([CH3:33])=[CH:31][CH:32]=2)=[CH:24][CH:23]=1>>[Br:1][C:2]1[C:7]([O:8][CH3:9])=[CH:6][C:5]([C:10]2[O:11][C:12]([C:20](=[O:36])[CH:21]([O:34][CH3:35])[C:22]3[CH:27]=[CH:26][C:25]([C:28]4[O:29][C:30]([CH3:33])=[CH:31][CH:32]=4)=[CH:24][CH:23]=3)=[CH:13][CH:14]=2)=[CH:4][C:3]=1[O:15][CH3:16]. Reactants: Cl.NC1=NC(=C(N1)C1=CC2=C(N(C(N2C)=O)C2CCCC2)C=C1)C1=CC(=CC=C1)Cl (5-[2-Amino-5-(3-chloro-phenyl)-3H-imidazol-4-yl]-1-cyclopentyl-3-methyl-1,3-dihydro-benzoimidazol-2one hydrochloride), Cl.N1=C(C=NC=C1)C(=N)N (pyrazine-2-carboxamidine hydrochloride), CN(C)C=O (DMF). The solvent is O (water). Conditions: temperature 60 celsius, time 1 hour. Yields the product C(C)(C)N1C(N(C2=C1C=CC(=C2)C=2N=C(NC2C=2C=C(C=CC2)C)C2=NC=CN=C2)C)=O (1-Isopropyl-3-methyl-5-(2-pyrazin-2-yl-5-m-tolyl-1H-imidazol-4-yl)-1,3-dihydro-benzoimidazol-2-one). As a reaction SMILES: Cl.NC1N[C:6]([C:8]2[CH:23]=[CH:22][C:11]3[N:12]([CH:17]4[CH2:21]CC[CH2:18]4)[C:13](=[O:16])[N:14]([CH3:15])[C:10]=3[CH:9]=2)=[C:5]([C:24]2[CH:29]=[CH:28][CH:27]=[C:26](Cl)[CH:25]=2)N=1.Cl.[N:32]1[CH:37]=[CH:36][N:35]=[CH:34][C:33]=1[C:38]([NH2:40])=[NH:39].[CH3:41]N(C=O)C>O>[CH:17]([N:12]1[C:11]2[CH:22]=[CH:23][C:8]([C:6]3[N:39]=[C:38]([C:33]4[CH:34]=[N:35][CH:36]=[CH:37][N:32]=4)[NH:40][C:5]=3[C:24]3[CH:25]=[C:26]([CH3:41])[CH:27]=[CH:28][CH:29]=3)=[CH:9][C:10]=2[N:14]([CH3:15])[C:13]1=[O:16])([CH3:18])[CH3:21] |f:0.1,2.3|. Reported procedure: A stirred mixture of 5-(bromo-m-tolyl-acetyl)-1-isopropyl-3-methyl-1,3-dihydro-benzoimidazol-2-one (prepared as described in example 142, 0.5 gm, 1.25 mmol), pyrazine-2-carboxamidine hydrochloride (0.395 gm, 2,49 mmol) cesium carbonate (1.22 gm, 3.74 mmol) and DMF (4.0 mL) was heated to 60° C. After 1 hour, the reaction was determined to be complete by LCMS. The reaction was cooled to room temperature and diluted with water (40 mL). After stirring for 1 hour, the crude suspension was filtered an... Starting materials: C(C=C)OC(=O)N1C[C@H](C[C@H]1C(C=1N2C(SC1)=CN=C2)O)SC=2[C@@H]([C@H]1N(C2C(=O)OCC=C)C([C@@H]1[C@@H](C)O)=O)C (allyl(1R,5S,6S)-2-[(3S,5S)-1-allyloxycarbonyl-5-[1-hydroxy-1-(imidazo[5,1-b]thiazol-3-yl)methyl]pyrrolidin-3-yl]thio-6-((1R)-1-hydroxyethyl)-1-methylcarbapen-2-em-3-carboxylate), CNC1=CC=CC=C1 (N-methylaniline), O (water). Reagents/catalysts: C=1C=CC(=CC1)[P](C=2C=CC=CC2)(C=3C=CC=CC3)[Pd]([P](C=4C=CC=CC4)(C=5C=CC=CC5)C=6C=CC=CC6)([P](C=7C=CC=CC7)(C=8C=CC=CC8)C=9C=CC=CC9)[P](C=1C=CC=CC1)(C=1C=CC=CC1)C=1C=CC=CC1 (Tetrakis(triphenylphosphine)palladium(0)). Run in ClCCl (dichloromethane). Reaction conditions: time 45 minute. Yields the product O[C@H](C)[C@@H]1[C@@H]2N(C(=C([C@@H]2C)S[C@@H]2CN[C@@H](C2)C(C=2N3C(SC2)=CN=C3)O)C(=O)O)C1=O ((1R,5S,6S)-6-((1R)-1-Hydroxyethyl)-2-[(3S,5S)-5-[1-hydroxy-1-(imidazo[5,1-b]thiazol-3-yl)methyl]pyrrolidin-3-yl]thio-1-methylcarbapen-2-em-3-carboxylic acid). Yield: 20.8%. Reaction SMILES: C(OC([N:7]1[C@H:11]([CH:12]([OH:21])[C:13]2[N:14]3[CH:20]=[N:19][CH:18]=[C:15]3[S:16][CH:17]=2)[CH2:10][C@H:9]([S:22][C:23]2[C@H:24]([CH3:40])[C@@H:25]3[C@@H:35]([C@H:36]([OH:38])[CH3:37])[C:34](=[O:39])[N:26]3[C:27]=2[C:28]([O:30]CC=C)=[O:29])[CH2:8]1)=O)C=C.CNC1C=CC=CC=1.O>ClCCl.C1C=CC([P]([Pd]([P](C2C=CC=CC=2)(C2C=CC=CC=2)C2C=CC=CC=2)([P](C2C=CC=CC=2)(C2C=CC=CC=2)C2C=CC=CC=2)[P](C2C=CC=CC=2)(C2C=CC=CC=2)C2C=CC=CC=2)(C2C=CC=CC=2)C2C=CC=CC=2)=CC=1>[OH:38][C@@H:36]([C@H:35]1[C:34](=[O:39])[N:26]2[C:27]([C:28]([OH:30])=[O:29])=[C:23]([S:22][C@H:9]3[CH2:10][C@@H:11]([CH:12]([OH:21])[C:13]4[N:14]5[CH:20]=[N:19][CH:18]=[C:15]5[S:16][CH:17]=4)[NH:7][CH2:8]3)[C@H:24]([CH3:40])[C@H:25]12)[CH3:37] |^1:56,58,77,96|. Procedure: Tetrakis(triphenylphosphine)palladium(0) (13.8 mg) is added to a solution of 70 mg of allyl(1R,5S,6S)-2-[(3S,5S)-1-allyloxycarbonyl-5-[1-hydroxy-1-(imidazo[5,1-b]thiazol-3-yl)methyl]pyrrolidin-3-yl]thio-6-((1R)-1-hydroxyethyl)-1-methylcarbapen-2-em-3-carboxylate (stereoisomer A) and 0.077 ml of N-methylaniline in 1.0 ml of dry dichloromethane, and the mixture is stirred in an argon atmosphere at room temperature for 45 min. Distilled water (3 ml) is added thereto, and the mixture is washed three...